This data is from the Open Reaction Database (ORD), a public repository of structured organic reaction records. The task is: describe an organic reaction: reactants, conditions, products, and yield Starting materials: [Na] (sodium), CO (methanol), ClC1=NN=C(C2=CC=CC=C12)Cl (1,4-dichlorophthalazine). Reaction conditions: time 1 hour. The product is COC1=NN=C(C2=CC=CC=C12)Cl (1-methoxy-4-chlorophthalazine). As a reaction SMILES: [Na].[Cl:2][C:3]1[C:12]2[C:7](=[CH:8][CH:9]=[CH:10][CH:11]=2)[C:6](Cl)=[N:5][N:4]=1.[CH3:14][OH:15]>>[CH3:14][O:15][C:6]1[C:7]2[C:12](=[CH:11][CH:10]=[CH:9][CH:8]=2)[C:3]([Cl:2])=[N:4][N:5]=1 |^1:0|. Procedure: 0.23 g(0.01 mol) of metallic sodium was dissolved in 50 ml of absolute methanol and then 1.99 g(0.01 mol) of 1,4-dichlorophthalazine was added thereto and completely dissolved. The reaction solution was stirred for one hour at room temperature and then treated according to the same manner as Preparation 5 to obtain the title compound as an amorphous white crystal. RXN SMILES: [F:1][C:2]1[CH:7]=[CH:6][C:5]([O:8]COC)=[C:4]([CH2:12][CH2:13][C:14]2[CH:19]=[CH:18][C:17]([F:20])=[C:16]([O:21][CH3:22])[CH:15]=2)[CH:3]=1.Cl>C(OCC)(=O)C>[F:1][C:2]1[CH:7]=[CH:6][C:5]([OH:8])=[C:4]([CH2:12][CH2:13][C:14]2[CH:19]=[CH:18][C:17]([F:20])=[C:16]([O:21][CH3:22])[CH:15]=2)[CH:3]=1. Run at time 2 hour. Run in C(C)(=O)OCC (ethyl acetate), C(C)(=O)OCC (ethyl acetate). Isolated yield 95.6%. Product: FC1=CC(=C(C=C1)O)CCC1=CC(=C(C=C1)F)OC (4-Fluoro-2-[2-(4-fluoro-3-methoxyphenyl)ethyl]phenol). Procedure details: 770 mg of methoxymethyl {4-fluoro-2-[2-(4-fluoro-3-methoxyphenyl)ethyl]phenyl} ether [prepared as described in step (a) above] were dissolved in 4 ml of ethyl acetate, and then 4 ml of a 4N solution of hydrogen chloride in ethyl acetate were added to the resulting solution, whilst ice-cooling. The resulting mixture was then allowed to stand at room temperature for 2 hours. At the end of this time, the reaction mixture was concentrated by evaporation under reduced pressure, and purified by silica... Starting materials: solution, Cl (hydrogen chloride), FC1=CC(=C(C=C1)OCOC)CCC1=CC(=C(C=C1)F)OC (methoxymethyl {4-fluoro-2-[2-(4-fluoro-3-methoxyphenyl)ethyl]phenyl} ether). Starting materials: O=C([O-])[O-], CC(C)(C)OC(=O)N1CC=C(B2OC(C)(C)C(C)(C)O2)CC1, COCCOC, C[Si](C)(C)CCOCN(COCC[Si](C)(C)C)c1cc(Cl)nc2ccnn12, [Na+], [Na+]. Product: CC(C)(C)OC(=O)N1CC=C(c2cc(N(COCC[Si](C)(C)C)COCC[Si](C)(C)C)n3nccc3n2)CC1. RXN SMILES: [C:50](=[O:51])([O-:52])[O-:53].[CH3:28][C:29]1([CH3:30])[C:31]([CH3:32])([CH3:33])[O:34][B:35]([C:36]2=[CH:37][CH2:38][N:39]([C:42](=[O:43])[O:44][C:45]([CH3:46])([CH3:47])[CH3:48])[CH2:40][CH2:41]2)[O:49]1.[CH3:56][O:57][CH2:58][CH2:59][O:60][CH3:61].[Cl:1][c:2]1[n:3][c:4]2[n:5]([c:6]([N:8]([CH2:9][O:10][CH2:11][CH2:12][Si:13]([CH3:14])([CH3:15])[CH3:16])[CH2:17][O:18][CH2:19][CH2:20][Si:21]([CH3:22])([CH3:23])[CH3:24])[cH:7]1)[n:25][cH:26][cH:27]2.[Na+:54].[Na+:55]>>[c:2]1([C:36]2=[CH:37][CH2:38][N:39]([C:42](=[O:43])[O:44][C:45]([CH3:46])([CH3:47])[CH3:48])[CH2:40][CH2:41]2)[n:3][c:4]2[n:5]([c:6]([N:8]([CH2:9][O:10][CH2:11][CH2:12][Si:13]([CH3:14])([CH3:15])[CH3:16])[CH2:17][O:18][CH2:19][CH2:20][Si:21]([CH3:22])([CH3:23])[CH3:24])[cH:7]1)[n:25][cH:26][cH:27]2. Starting materials: C1(CCCC1)NC1=CC=CC=2N1N=C(C2C(C=CN(C)C)=O)C2=CC=NC=C2 (1-[7-(cyclopentylamino)-2-(4-pyridinyl)pyrazolo[1,5-a]pyridin-3-yl]-3-(dimethylamino)-2-propen-1-one), Cl.C1(CCCC1)NC(=N)N (cyclopentyl guanidine hydrochloride), O (water), CC(C)([O-])C.[K+] (potassium tert-butoxide). Solvent: O1CCCC1 (tetrahydrofuran). The product is C1(CCCC1)NC1=CC=CC=2N1N=C(C2C2=NC(=NC=C2)NC)C2=CC=NC=C2 (N-Cyclopentyl-3-[2-(methylamino)-4-pyrimidinyl]-2-(4-pyridinyl)pyrazolo[1,5-a]pyridin-7-amine). Yield: 74.1%. Reaction SMILES: [CH:1]1([NH:6][C:7]2[N:12]3[N:13]=[C:14]([C:23]4[CH:28]=[CH:27][N:26]=[CH:25][CH:24]=4)[C:15]([C:16](=O)[CH:17]=[CH:18]N(C)C)=[C:11]3[CH:10]=[CH:9][CH:8]=2)[CH2:5][CH2:4][CH2:3][CH2:2]1.Cl.[CH:30]1([NH:35][C:36]([NH2:38])=[NH:37])CCCC1.CC(C)([O-])C.[K+].O>O1CCCC1>[CH:1]1([NH:6][C:7]2[N:12]3[N:13]=[C:14]([C:23]4[CH:28]=[CH:27][N:26]=[CH:25][CH:24]=4)[C:15]([C:16]4[CH:17]=[CH:18][N:38]=[C:36]([NH:35][CH3:30])[N:37]=4)=[C:11]3[CH:10]=[CH:9][CH:8]=2)[CH2:5][CH2:4][CH2:3][CH2:2]1 |f:1.2,3.4|. Procedure details: To a solution of 1-[7-(cyclopentylamino)-2-(4-pyridinyl)pyrazolo[1,5-a]pyridin-3-yl]-3-(dimethylamino)-2-propen-1-one (From example 1, 0.13 g, 0.35 mmol) in tetrahydrofuran (10 mL) was added cyclopentyl guanidine hydrochloride (0.06 g, 0.38 mmol) followed by potassium tert-butoxide (0.085 g, 0.76 mmol). The resulting mixture was heated at reflux for 12 hours. Upon cooling to room temperature, water was added. The mixture was extracted with ethyl acetate. The ethyl acetate phase was washed with b... Starting materials: ClC1=C(N)C=CC=C1 (2-chloro-aniline), C1(=CC=CC=C1)S(=O)(=O)N1C=C(C=2C1=NC=CC2)C2=NC(=NC=C2)Cl (1-benzenesulfonyl-3-(2-chloro-pyrimidin-4-yl)-1H-pyrrolo[2,3-b]pyridine). Product: ClC1=C(C=CC=C1)NC1=NC=CC(=N1)C1=CNC2=NC=CC=C21 ((2-Chloro-phenyl)-[4-(1H-pyrrolo[2,3-b]pyridin-3-yl)-pyrimidin-2-yl]-amine). Yield: 19.6%. Reaction SMILES: [Cl:1][C:2]1[CH:8]=[CH:7][CH:6]=[CH:5][C:3]=1[NH2:4].C1(S([N:18]2[C:22]3=[N:23][CH:24]=[CH:25][CH:26]=[C:21]3[C:20]([C:27]3[CH:32]=[CH:31][N:30]=[C:29](Cl)[N:28]=3)=[CH:19]2)(=O)=O)C=CC=CC=1>>[Cl:1][C:2]1[CH:8]=[CH:7][CH:6]=[CH:5][C:3]=1[NH:4][C:29]1[N:28]=[C:27]([C:20]2[C:21]3[C:22](=[N:23][CH:24]=[CH:25][CH:26]=3)[NH:18][CH:19]=2)[CH:32]=[CH:31][N:30]=1. Procedure: Using the procedure of example 1, 2-chloro-aniline (103 mg) was reacted with compound 1f (100 mg) to provide compound 12 (17 mg, 20%). 1H NMR (400 MHz, CD3OD) δ 8.75 (d, J=7.6 Hz, 1H), 8.39 (d, J=8.4 Hz, 1H), 8.36 (d, J=5.2 Hz, 1H), 8.30 (d, J=4.8 Hz, 1H), 8.20 (s, 1H), 7.49 (d, J=7.6 Hz, 1H), 7.38 (t, J=8.0 Hz, 1H), 7.25 (d, J=5.2 Hz, 1H), 7.22 (dd, J=7.6 Hz, 4.8 Hz, 1H), 7.12 (t, J=7.6 Hz, 1H). MS (ESI) m/z 322: (M+H)+. Starting materials: Oc1ccc(Br)cc1, CCCCCCS(=O)(=O)c1ccc(S(=O)(=O)CCCCCC)nc1, CS(C)=O, CC(C)(C)[O-], [K+], O. The product is CCCCCCS(=O)(=O)c1ccc(Oc2ccc(Br)cc2)nc1. As a reaction SMILES: [Br:1][c:2]1[cH:3][cH:4][c:5]([OH:8])[cH:6][cH:7]1.[CH2:15]([S:16](=[O:17])(=[O:18])[c:24]1[n:25][cH:26][c:27]([S:30](=[O:31])(=[O:32])[CH2:33][CH2:34][CH2:35][CH2:36][CH2:37][CH3:38])[cH:28][cH:29]1)[CH2:19][CH2:20][CH2:21][CH2:22][CH3:23].[CH3:40][S:41]([CH3:42])=[O:43].[CH3:9][C:10]([CH3:11])([O-:12])[CH3:13].[K+:14].[OH2:39]>>[Br:1][c:2]1[cH:3][cH:4][c:5]([O:8][c:24]2[n:25][cH:26][c:27]([S:30](=[O:31])(=[O:32])[CH2:33][CH2:34][CH2:35][CH2:36][CH2:37][CH3:38])[cH:28][cH:29]2)[cH:6][cH:7]1. As a reaction SMILES: [CH3:1][C:2]1[CH:7]=[CH:6][C:5]([S:8](Cl)(=[O:10])=[O:9])=[CH:4][CH:3]=1.[NH2:12][C@H:13]([C:34]1[CH:39]=[CH:38][CH:37]=[CH:36][CH:35]=1)[CH2:14][CH2:15][N:16]1[CH2:21][CH2:20][CH:19]([C:22]2[CH:23]=[C:24]([NH:28][C:29](=[O:33])[CH:30]([CH3:32])[CH3:31])[CH:25]=[CH:26][CH:27]=2)[CH2:18][CH2:17]1>>[CH3:31][CH:30]([CH3:32])[C:29]([NH:28][C:24]1[CH:25]=[CH:26][CH:27]=[C:22]([CH:19]2[CH2:18][CH2:17][N:16]([CH2:15][CH2:14][C@H:13]([NH:12][S:8]([C:5]3[CH:6]=[CH:7][C:2]([CH3:1])=[CH:3][CH:4]=3)(=[O:10])=[O:9])[C:34]3[CH:35]=[CH:36][CH:37]=[CH:38][CH:39]=3)[CH2:21][CH2:20]2)[CH:23]=1)=[O:33]. Yields the product CC(C(=O)NC1=CC(=CC=C1)C1CCN(CC1)CC[C@@H](C1=CC=CC=C1)NS(=O)(=O)C1=CC=C(C=C1)C)C (2-METHYL-N-{3-[1-((3S)-3-{[(4-METHYLPHENYL)SULFONYL]AMINO}-3-PHENYLPROPYL)-4-PIPERIDINYL]PHENYL}PROPANAMIDE). Procedure: Prepared by Procedure Q1 and Scheme AC using 4-methylbenzenesulfonyl chloride and N-(3-{1-[(3S)-3-amino-3-phenylpropyl]-4-piperidinyl}phenyl)-2-methylpropanamide: ESMS m/e: 534.2 (M+H)+. Starting materials: CC1=CC=C(C=C1)S(=O)(=O)Cl (4-methylbenzenesulfonyl chloride), N[C@@H](CCN1CCC(CC1)C=1C=C(C=CC1)NC(C(C)C)=O)C1=CC=CC=C1 (N-(3-{1-[(3S)-3-amino-3-phenylpropyl]-4-piperidinyl}phenyl)-2-methylpropanamide). Starting materials: C(C1=CC=CC=C1)N(C(=O)C1CCN(CC1)C(=O)C=1NC2=CC=CC=C2C1)C (N-benzyl-1-(1H-indole-2-carbonyl)-N-methylpiperidine-4-carboxamide), [H-].[Na+] (sodium hydride), IC (iodomethane). The solvent is O (water), C1CCOC1 (THF). Conditions: time 8 hour. Yields the product C(C1=CC=CC=C1)N(C(=O)C1CCN(CC1)C(=O)C=1N(C2=CC=CC=C2C1)C)C (N-benzyl-N-methyl-1-(1-methyl-1H-indole-2-carbonyl)piperidine-4-carboxamide). As a reaction SMILES: [CH2:1]([N:8]([CH3:28])[C:9]([CH:11]1[CH2:16][CH2:15][N:14]([C:17]([C:19]2[NH:20][C:21]3[C:26]([CH:27]=2)=[CH:25][CH:24]=[CH:23][CH:22]=3)=[O:18])[CH2:13][CH2:12]1)=[O:10])[C:2]1[CH:7]=[CH:6][CH:5]=[CH:4][CH:3]=1.[H-].[Na+].I[CH3:32]>C1COCC1.O>[CH2:1]([N:8]([CH3:28])[C:9]([CH:11]1[CH2:16][CH2:15][N:14]([C:17]([C:19]2[N:20]([CH3:32])[C:21]3[C:26]([CH:27]=2)=[CH:25][CH:24]=[CH:23][CH:22]=3)=[O:18])[CH2:13][CH2:12]1)=[O:10])[C:2]1[CH:7]=[CH:6][CH:5]=[CH:4][CH:3]=1 |f:1.2|. Procedure: N-benzyl-1-(1H-indole-2-carbonyl)-N-methylpiperidine-4-carboxamide (100 mg, 0.266 mmol) was added to a suspension of sodium hydride (12.78 mg, 0.320 mmol) in THF (Volume: 1.5 mL) at 0° C. The reaction was stirred for 10 minutes before iodomethane (0.200 mL, 3.20 mmol) was added. The reaction was allowed to stir at room temperature overnight. The reaction was diluted with water and extracted with ethyl acetate. The organic layer was washed with water and saturated sodium chloride solution. It was... Product: SCCCOCc1ccccc1. Reaction SMILES: [CH2:1]([c:2]1[cH:3][cH:4][cH:5][cH:6][cH:7]1)[O:8][CH2:9][CH2:10][CH2:11][Br:12].[CH3:20][CH2:21][OH:22].[ClH:19].[NH2:13][C:14]([NH2:15])=[S:16].[Na+:18].[OH-:17].[OH2:23]>>[CH2:1]([c:2]1[cH:3][cH:4][cH:5][cH:6][cH:7]1)[O:8][CH2:9][CH2:10][CH2:11][SH:16]. Reactants: BrCCCOCc1ccccc1, CCO, Cl, NC(N)=S, [Na+], [OH-], O.